This data is from the Open Reaction Database (ORD), a public repository of structured organic reaction records. The task is: describe an organic reaction: reactants, conditions, products, and yield The reactants are C(C1=CC=CC=C1)(=O)N=C=S (Benzoyl isothiocyanate), CC1=NOC(=C1CNC=1N=CNC1C(=O)N)C (4-{[(3,5-dimethylisoxazol-4-yl)methyl]amino}-1H-imidazole-5-carboxamide). Solvent: CC(=O)C (acetone). Yields the product CC1=NOC(=C1CN1C(NC(C=2NC=NC12)=O)=S)C (3-[(3,5-Dimethylisoxazol-4-yl)methyl]-2-thioxo-1,2,3,7-tetrahydro-6H-purin-6-one). The yield is 9.3%. RXN SMILES: C(N=[C:10]=[S:11])(=O)C1C=CC=CC=1.[CH3:12][C:13]1[C:17]([CH2:18][NH:19][C:20]2[N:21]=[CH:22][NH:23][C:24]=2[C:25]([NH2:27])=[O:26])=[C:16]([CH3:28])[O:15][N:14]=1>CC(C)=O>[CH3:12][C:13]1[C:17]([CH2:18][N:19]2[C:20]3[N:21]=[CH:22][NH:23][C:24]=3[C:25](=[O:26])[NH:27][C:10]2=[S:11])=[C:16]([CH3:28])[O:15][N:14]=1. Procedure: Benzoyl isothiocyanate (0.62 mL, 4.64 mmol) was added, dropwise, to a solution of 4-{[(3,5-dimethylisoxazol-4-yl)methyl]amino}-1H-imidazole-5-carboxamide (0.91 g, 3.86 mmol, obtained from Example 21(a)) in acetone (20 mL). After stirring o.n., the solvent was evaporated in vacuo and the residue triturated with dichloromethane. The solid was removed by filtration and the filtrate was concentrated in vacuo. A solution of ammonia in methanol (7 N, 20 mL) was added to the resulting residue and this ... The reactants are COCCCCN1C(C(OC2=C1C=C(C(=C2)C(F)(F)F)C(=O)O)(C)C)=O (4-(4-methoxybutyl)-2,2-dimethyl-3-oxo-7-(trifluoromethyl)-3,4-dihydro-2H-1,4-benzoxazine-6-carboxylic acid), Cl.CN(CCCN=C=NCC)C (1-(3-dimethylaminopropyl)-3-ethylcarbodiimide hydrochloride), ON1N=NC2=C1C=CC=C2 (1-hydroxybenzotriazole), N[C@H]1CN(CC[C@H]1C1=CC=CC=C1)C(=O)OC(C)(C)C (tert-butyl (3R,4S)-3-amino-4-phenylpiperidine-1-carboxylate), [Cl-].[NH4+] (ammonium chloride). The solvent is CN(C)C=O (DMF), C(C)N(CC)CC (triethylamine). Conditions: time 3 hour. Yields the product COCCCCN1C(C(OC2=C1C=C(C(=C2)C(F)(F)F)C(=O)N[C@H]2CN(CC[C@H]2C2=CC=CC=C2)C(=O)OC(C)(C)C)(C)C)=O (tert-Butyl (3R,4S)-3-({[4-(4-methoxybutyl)-2,2-dimethyl-3-oxo-7-(trifluoromethyl)-3,4-dihydro-2H-1,4-benzoxazin-6-yl]carbonyl}amino)-4-phenylpiperidine-1-carboxylate). Isolated yield 100.2%. RXN SMILES: [CH3:1][O:2][CH2:3][CH2:4][CH2:5][CH2:6][N:7]1[C:12]2[CH:13]=[C:14]([C:21](O)=[O:22])[C:15]([C:17]([F:20])([F:19])[F:18])=[CH:16][C:11]=2[O:10][C:9]([CH3:25])([CH3:24])[C:8]1=[O:26].Cl.CN(C)CCCN=C=NCC.ON1C2C=CC=CC=2N=N1.[NH2:49][C@@H:50]1[C@H:55]([C:56]2[CH:61]=[CH:60][CH:59]=[CH:58][CH:57]=2)[CH2:54][CH2:53][N:52]([C:62]([O:64][C:65]([CH3:68])([CH3:67])[CH3:66])=[O:63])[CH2:51]1.[Cl-].[NH4+]>CN(C=O)C.C(N(CC)CC)C>[CH3:1][O:2][CH2:3][CH2:4][CH2:5][CH2:6][N:7]1[C:12]2[CH:13]=[C:14]([C:21]([NH:49][C@@H:50]3[C@H:55]([C:56]4[CH:61]=[CH:60][CH:59]=[CH:58][CH:57]=4)[CH2:54][CH2:53][N:52]([C:62]([O:64][C:65]([CH3:68])([CH3:67])[CH3:66])=[O:63])[CH2:51]3)=[O:22])[C:15]([C:17]([F:19])([F:18])[F:20])=[CH:16][C:11]=2[O:10][C:9]([CH3:25])([CH3:24])[C:8]1=[O:26] |f:1.2,5.6|. Reported procedure: To a solution of 4-(4-methoxybutyl)-2,2-dimethyl-3-oxo-7-(trifluoromethyl)-3,4-dihydro-2H-1,4-benzoxazine-6-carboxylic acid (739 mg) in DMF (5 ml) were added 1-(3-dimethylaminopropyl)-3-ethylcarbodiimide hydrochloride (755 mg), 1-hydroxybenzotriazole (532 mg), triethylamine (549 μl), tert-butyl (3R,4S)-3-amino-4-phenylpiperidine-1-carboxylate (653 mg), and the mixture was stirred at room temperature for 3 hours. To the reaction mixture was added a saturated aqueous ammonium chloride solution, an... Starting materials: BrC1=CC=C(C=C1)C1=C(C(=NO1)C)C(C(=O)O)O ([5-(4-bromo-phenyl)-3-methyl-isoxazol-4-yl]-hydroxy-acetic acid), C(CC1=CC=CC=C1)N (phenethylamine). Product: BrC1=CC=C(C=C1)C1=C(C(=NO1)C)C(C(=O)NCCC1=CC=CC=C1)O (2-[5-(4-Bromo-phenyl)-3-methyl-isoxazol-4-yl]-2-hydroxy-N-phenethyl-acetamide). Reaction SMILES: [Br:1][C:2]1[CH:7]=[CH:6][C:5]([C:8]2[O:12][N:11]=[C:10]([CH3:13])[C:9]=2[CH:14]([OH:18])[C:15]([OH:17])=O)=[CH:4][CH:3]=1.[CH2:19]([NH2:27])[CH2:20][C:21]1[CH:26]=[CH:25][CH:24]=[CH:23][CH:22]=1>>[Br:1][C:2]1[CH:3]=[CH:4][C:5]([C:8]2[O:12][N:11]=[C:10]([CH3:13])[C:9]=2[CH:14]([OH:18])[C:15]([NH:27][CH2:19][CH2:20][C:21]2[CH:26]=[CH:25][CH:24]=[CH:23][CH:22]=2)=[O:17])=[CH:6][CH:7]=1. Procedure: Prepared according to the procedure described in Example 33, Step 4, using [5-(4-bromo-phenyl)-3-methyl-isoxazol-4-yl]-hydroxy-acetic acid and phenethylamine. The reactants are C(C)OP(=O)(OCC)CCC(CCCC(CCCC(CCCC(C)C)C)C)C (1-(diethylphosphono)-3,7,11,15-tetramethylhexadecane), Br[Si](C)(C)C (bromotrimethylsilane). Run in ClCCl (dichloromethane). Reaction conditions: time 24 hour. Yields the product P(=O)(O)(O)CCC(CCCC(CCCC(CCCC(C)C)C)C)C (1-phosphono-3,7,11,15-tetramethylhexadecane). Yield: 82.8%. RXN SMILES: C([O:3][P:4]([CH2:9][CH2:10][CH:11]([CH3:28])[CH2:12][CH2:13][CH2:14][CH:15]([CH3:27])[CH2:16][CH2:17][CH2:18][CH:19]([CH3:26])[CH2:20][CH2:21][CH2:22][CH:23]([CH3:25])[CH3:24])([O:6]CC)=[O:5])C.Br[Si](C)(C)C>ClCCl>[P:4]([CH2:9][CH2:10][CH:11]([CH3:28])[CH2:12][CH2:13][CH2:14][CH:15]([CH3:27])[CH2:16][CH2:17][CH2:18][CH:19]([CH3:26])[CH2:20][CH2:21][CH2:22][CH:23]([CH3:25])[CH3:24])([OH:6])([OH:5])=[O:3]. Reported procedure: To a solution of 14.6 g (35 mmol) of 1-(diethylphosphono)-3,7,11,15-tetramethylhexadecane in 40 mL of dichloromethane was added 15.0 g (98 mmol) of bromotrimethylsilane. After 24 h at room temperature, the solution was concentrated to a pale yellowish liquid, and the intermediate silylphosphonate ester was dissolved in 100 mL of methanol. The resultant solution was stirred at room temperature for 30 min and concentrated to a white solid. Dissolution in methanol and concentration were repeated tw... Reactants: BrC=1C=C2C=CC(=NC2=CC1)NC1CCC2=CC=CC(=C12)OC (rac-(6-bromo-quinolin-2-yl)-(7-methoxy-indan-1-yl)-amine), NC1=NC(=CC=C1)C (2-amino-6-methyl-pyridine). Product: COC=1C=CC=C2CCC(C12)NC1=NC2=CC=C(C=C2C=C1)NC1=NC(=CC=C1)C (rac-N2-(7-Methoxy-indan-1-yl)-N6-(6-methyl-pyridin-2-yl)-quinoline-2,6-diamine). RXN SMILES: Br[C:2]1[CH:3]=[C:4]2[C:9](=[CH:10][CH:11]=1)[N:8]=[C:7]([NH:12][CH:13]1[C:21]3[C:16](=[CH:17][CH:18]=[CH:19][C:20]=3[O:22][CH3:23])[CH2:15][CH2:14]1)[CH:6]=[CH:5]2.[NH2:24][C:25]1[CH:30]=[CH:29][CH:28]=[C:27]([CH3:31])[N:26]=1>>[CH3:23][O:22][C:20]1[CH:19]=[CH:18][CH:17]=[C:16]2[C:21]=1[CH:13]([NH:12][C:7]1[CH:6]=[CH:5][C:4]3[C:9](=[CH:10][CH:11]=[C:2]([NH:24][C:25]4[CH:30]=[CH:29][CH:28]=[C:27]([CH3:31])[N:26]=4)[CH:3]=3)[N:8]=1)[CH2:14][CH2:15]2. Procedure details: The title compound, yellow foam, MS: m/e=397.3 (M+H+), was prepared in accordance with the general method of example 66 from rac-(6-bromo-quinolin-2-yl)-(7-methoxy-indan-1-yl)-amine (see example 91, step A) and commercially available 2-amino-6-methyl-pyridine.